This data is from the Open Reaction Database (ORD), a public repository of structured organic reaction records. The task is: describe an organic reaction: reactants, conditions, products, and yield The reactants are CC(C)(C)[Si](C)(C)OCCN(CCc1c[nH]c2ccccc12)Cc1ccc(C=CC(=O)O)cc1, COc1cc(C(O)c2cc(OC)c(OC)c(OC)c2)c([N+](=O)[O-])cc1OC, ClCCl, O=[Cr](=O)([O-])O[Cr](=O)(=O)[O-], c1cc[nH+]cc1, c1cc[nH+]cc1. The product is COc1cc(C(=O)c2cc(OC)c(OC)c(OC)c2)c([N+](=O)[O-])cc1OC. As a reaction SMILES: [C:1]([Si:2]([CH3:3])([CH3:4])[O:5][CH2:6][CH2:7][N:8]([CH2:9][c:10]1[cH:11][cH:12][c:13]([CH:14]=[CH:15][C:16]([OH:17])=[O:18])[cH:19][cH:20]1)[CH2:21][CH2:22][c:23]1[c:24]2[c:25]([cH:26][cH:27][cH:28][cH:29]2)[nH:30][cH:31]1)([CH3:32])([CH3:33])[CH3:34].[CH3:56][O:57][c:58]1[cH:59][c:60]([N+:80](=[O:81])[O-:82])[c:61]([CH:66]([OH:67])[c:68]2[cH:69][c:70]([O:78][CH3:79])[c:71]([O:76][CH3:77])[c:72]([O:74][CH3:75])[cH:73]2)[cH:62][c:63]1[O:64][CH3:65].[Cl:83][CH2:84][Cl:85].[Cr:35]([O:36][Cr:37]([O-:38])(=[O:39])=[O:40])([O-:41])(=[O:42])=[O:43].[nH+:44]1[cH:45][cH:46][cH:47][cH:48][cH:49]1.[nH+:50]1[cH:51][cH:52][cH:53][cH:54][cH:55]1>>[CH3:56][O:57][c:58]1[cH:59][c:60]([N+:80](=[O:81])[O-:82])[c:61]([C:66](=[O:67])[c:68]2[cH:69][c:70]([O:78][CH3:79])[c:71]([O:76][CH3:77])[c:72]([O:74][CH3:75])[cH:73]2)[cH:62][c:63]1[O:64][CH3:65].